The task is: describe an organic reaction: reactants, conditions, products, and yield. This data is from the Open Reaction Database (ORD), a public repository of structured organic reaction records. Reactants: CC1(CC=C(C=2C=CC(=CC12)C#CC1=CC=C(C(=O)O)C=C1)C1=CC=CC=C1)C (4-[(7,8-dihydro-8,8-dimethyl-5-phenylnaphth-2-yl)ethynyl]benzoic acid), CC1(CC=C(C=2C=CC(=CC12)C#CC1=CC=C(C(=O)O)C=C1)C1=CC=CC=C1)C (4-[(7,8-dihydro-8,8-dimethyl-5-phenylnaphth-2-yl)ethynyl]benzoic acid), CC1(CC=C(C=2C=CC(=CC12)C#CC1=CC=C(C(=O)OCC)C=C1)C(C)(C)C)C (ethyl 4-[(7,8-dihydro-8,8-dimethyl-5-(1,1-dimethylethyl)naphth-2-yl)ethynyl]benzoate), CC1(CC=C(C=2C=CC(=CC12)C#CC1=CC=C(C(=O)OCC)C=C1)C(C)(C)C)C (ethyl 4-[(7,8-dihydro-8,8-dimethyl-5-(1,1-dimethylethyl)naphth-2-yl)ethynyl]benzoate). The product is CC1(CC=C(C=2C=CC(=CC12)C#CC1=CC=C(C(=O)O)C=C1)C(C)(C)C)C (4-[(7,8-dihydro-8,8-dimethyl-5-(1,1-dimethylethyl)naphth-2-yl)ethynyl]benzoic acid). Reaction SMILES: CC1(C)C2C=C(C#CC3C=CC(C(O)=O)=CC=3)C=CC=2C(C2C=CC=CC=2)=CC1.[CH3:30][C:31]1([CH3:58])[C:40]2[CH:39]=[C:38]([C:41]#[C:42][C:43]3[CH:53]=[CH:52][C:46]([C:47]([O:49]CC)=[O:48])=[CH:45][CH:44]=3)[CH:37]=[CH:36][C:35]=2[C:34]([C:54]([CH3:57])([CH3:56])[CH3:55])=[CH:33][CH2:32]1>>[CH3:30][C:31]1([CH3:58])[C:40]2[CH:39]=[C:38]([C:41]#[C:42][C:43]3[CH:44]=[CH:45][C:46]([C:47]([OH:49])=[O:48])=[CH:52][CH:53]=3)[CH:37]=[CH:36][C:35]=2[C:34]([C:54]([CH3:57])([CH3:56])[CH3:55])=[CH:33][CH2:32]1. Procedure: Employing the same general procedure as for the preparation of 4-[(7,8-dihydro-8,8-dimethyl-5-phenylnaphth-2-yl)ethynyl]benzoic acid (Compound 97), 51 mg (0.13 mmol) of ethyl 4-[(7,8-dihydro-8,8-dimethyl-5-(1,1-dimethylethyl)naphth-2-yl)ethynyl]benzoate (Compound 96) was converted to the title compound (white solid) using 28 mg (1.3 ml, 0.66 mmol) of LiOH (0.5M aqueous solution). Reactants: CC(COCCCCCOc1c(Cl)cc(OC(=O)c2ccccc2)cc1Cl)=NOC(C)(C)C, CO, Cl, [K+], [OH-], O. Yields the product CC(COCCCCCOc1c(Cl)cc(O)cc1Cl)=NOC(C)(C)C. As a reaction SMILES: [C:1]([CH3:2])([CH3:3])([CH3:4])[O:5][N:6]=[C:7]([CH3:8])[CH2:9][O:10][CH2:11][CH2:12][CH2:13][CH2:14][CH2:15][O:16][c:17]1[c:18]([Cl:33])[cH:19][c:20]([O:24][C:25](=[O:26])[c:27]2[cH:28][cH:29][cH:30][cH:31][cH:32]2)[cH:21][c:22]1[Cl:23].[CH3:37][OH:38].[ClH:36].[K+:35].[OH-:34].[OH2:39]>>[C:1]([CH3:2])([CH3:3])([CH3:4])[O:5][N:6]=[C:7]([CH3:8])[CH2:9][O:10][CH2:11][CH2:12][CH2:13][CH2:14][CH2:15][O:16][c:17]1[c:18]([Cl:33])[cH:19][c:20]([OH:24])[cH:21][c:22]1[Cl:23]. Reactants: C(C)(=O)O (acetic acid), O.[OH-].[Li+] (lithium hydroxide monohydrate), COC([C@H]1N(C[C@@H](C1)NC(CN(C)C)=O)C(=O)OC(C)(C)C)=O (N-tert-butoxycarbonyl-trans-4-(N,N-dimethylglycylamino)-L-proline methyl ester), CO (methanol). Run in O (water), O1CCCC1 (tetrahydrofuran). Run at time 4 hour. Yields the product C(C)(C)(C)OC(=O)N1[C@H](C(=O)O)C[C@H](C1)NC(CN(C)C)=O (N-tert-Butoxycarbonyl-trans-4-(N,N-Dimethylglycylamino)-L-Proline). RXN SMILES: O.[OH-].[Li+].C[O:5][C:6](=[O:26])[C@@H:7]1[CH2:11][C@@H:10]([NH:12][C:13](=[O:18])[CH2:14][N:15]([CH3:17])[CH3:16])[CH2:9][N:8]1[C:19]([O:21][C:22]([CH3:25])([CH3:24])[CH3:23])=[O:20].CO.C(O)(=O)C>O.O1CCCC1>[C:22]([O:21][C:19]([N:8]1[CH2:9][C@H:10]([NH:12][C:13](=[O:18])[CH2:14][N:15]([CH3:16])[CH3:17])[CH2:11][C@H:7]1[C:6]([OH:26])=[O:5])=[O:20])([CH3:25])([CH3:24])[CH3:23] |f:0.1.2|. Reported procedure: A solution of lithium hydroxide monohydrate (40 mg) in water (1 mL) was added to a solution of N-tert-butoxycarbonyl-trans-4-(N,N-dimethylglycylamino)-L-proline methyl ester (A, 264 mg) in tetrahydrofuran (3 mL)-methanol (1 mL) at 0° C. After stirring at room temperature for 4 hr, acetic acid (55 L) was added to the reaction mixture at 0° C. The resulting solution was evaporated in vacuo to afford the crude title compound, which is used in the subsequent step. The reactants are [N+](=O)([O-])C1=C(C=C(C=C1)C(F)(F)F)S(=O)(=O)NC=1C=CC=C2C=CC=NC12 (2-nitro-N-quinolin-8-yl-5-trifluoromethyl-benzenesulfonamide), [N+](=O)([O-])C1=C(C=C(C=C1)C(F)(F)F)S(=O)(=O)NC=1C=CC=C2C=CC=NC12 (2-nitro-N-quinolin-8-yl-5-trifluoromethyl-benzenesulfonamide), Cl[Sn]Cl (SnCl2). The reagents and catalysts are Cl (HCl). Solvent: CCO (EtOH). The product is NC1=C(C=C(C=C1)C(F)(F)F)S(=O)(=O)NC=1C=CC=C2C=CC=NC12 (2-Amino-N-quinolin-8-yl-5-trifluoromethyl-benzenesulfonamide). Isolated yield 74.9%. Reaction SMILES: [N+:1]([C:4]1[CH:9]=[CH:8][C:7]([C:10]([F:13])([F:12])[F:11])=[CH:6][C:5]=1[S:14]([NH:17][C:18]1[CH:19]=[CH:20][CH:21]=[C:22]2[C:27]=1[N:26]=[CH:25][CH:24]=[CH:23]2)(=[O:16])=[O:15])([O-])=O.Cl[Sn]Cl>Cl.CCO>[NH2:1][C:4]1[CH:9]=[CH:8][C:7]([C:10]([F:12])([F:11])[F:13])=[CH:6][C:5]=1[S:14]([NH:17][C:18]1[CH:19]=[CH:20][CH:21]=[C:22]2[C:27]=1[N:26]=[CH:25][CH:24]=[CH:23]2)(=[O:15])=[O:16]. Reported procedure: In a similar fashion using route 1 general procedure 4, 2-nitro-N-quinolin-8-yl-5-trifluoromethyl-benzenesulfonamide (Intermediate 270) (490 mg, 1.2 mmol), SnCl2 (936 mg, 4.93 mmol), 6N HCl (5 drops) and EtOH (10 ml) gave the title compound (330 mg, 73%) which was used in the next step without further purification. Starting materials: FC1=CC2=C(N=C(S2)C=2C(=NC=C(C2)C=2C=NN(C2)C2CCNCC2)N)C=C1 (3-(6-fluorobenzothiazol-2-yl)-5-(1-piperidin-4-yl-1H-pyrazol-4-yl)-pyridin-2-ylamine), ClC=1SC2=C(N1)C=CC=C2Cl (2,7-dichloro-1,3-benzothiazole). The product is ClC1=CC=CC=2N=C(SC21)C=2C(=NC=C(C2)C=2C=NN(C2)C2CCNCC2)N (3-(7-Chlorobenzothiazol-2-yl)-5-(1-piperidin-4-yl-1H-pyrazol-4-yl)-pyridin-2-ylamine). RXN SMILES: F[C:2]1[CH:28]=[CH:27][C:5]2[N:6]=[C:7]([C:9]3[C:10]([NH2:26])=[N:11][CH:12]=[C:13]([C:15]4[CH:16]=[N:17][N:18]([CH:20]5[CH2:25][CH2:24][NH:23][CH2:22][CH2:21]5)[CH:19]=4)[CH:14]=3)[S:8][C:4]=2[CH:3]=1.[Cl:29]C1SC2C(Cl)=CC=CC=2N=1>>[Cl:29][C:3]1[C:4]2[S:8][C:7]([C:9]3[C:10]([NH2:26])=[N:11][CH:12]=[C:13]([C:15]4[CH:16]=[N:17][N:18]([CH:20]5[CH2:25][CH2:24][NH:23][CH2:22][CH2:21]5)[CH:19]=4)[CH:14]=3)=[N:6][C:5]=2[CH:27]=[CH:28][CH:2]=1. Procedure: Same procedure as 3-(6-fluorobenzothiazol-2-yl)-5-(1-piperidin-4-yl-1H-pyrazol-4-yl)-pyridin-2-ylamine except using 2,7-dichloro-1,3-benzothiazole in place of 2-chloro-6-fluorobenzothiazole to afford the title compound as a yellow solid. 1H NMR (400 MHz, DMSO-d6): δ=2.10-2.22 (m, 2H), 2.23-2.31 (m, 2H), 3.12 (q, J=11.1 Hz, 2H), 3.42 (d, J=12.4 Hz, 2H), 4.46-4.56 (m, 1H), 7.60-7.66 (m, 2H), 8.09 (s, 1H), 8.12 (dd, J=6.2, 2.9 Hz, 1H), 8.44 (s, 2H), 8.56 (d, J=1.8 Hz, 1H). MS (ES+): m/z=411.09/413.... The reactants are NC1=C(C=C(C=C1)Br)C(C)(C)O (2-(2-amino-5-bromophenyl)propan-2-ol), C(=O)(N1C=NC=C1)N1C=NC=C1 (1,1′-carbonyldiimidazole). The solvent is C1CCOC1 (THF). Conditions: temperature 50 celsius. Yields the product BrC1=CC2=C(NC(OC2(C)C)=O)C=C1 (6-bromo-4,4-dimethyl-1,4-dihydro-benzo[d][1,3]oxazin-2-one), solid. Isolated yield 100.0%. Reaction SMILES: [NH2:1][C:2]1[CH:7]=[CH:6][C:5]([Br:8])=[CH:4][C:3]=1[C:9]([OH:12])([CH3:11])[CH3:10].[C:13](N1C=CN=C1)(N1C=CN=C1)=[O:14]>C1COCC1>[Br:8][C:5]1[CH:6]=[CH:7][C:2]2[NH:1][C:13](=[O:14])[O:12][C:9]([CH3:10])([CH3:11])[C:3]=2[CH:4]=1. Procedure: To a solution of 2-(2-amino-5-bromophenyl)propan-2-ol (18 g, 78 mmol) in dry THF (150 mL) was added 1,1′-carbonyldiimidazole (15.5 g, 94 mmol) under nitrogen. The reaction solution was heated at 50° C. overnight. The solvent was removed in vacuo and the residue was dissolved in ethyl acetate (100 mL). The solution was washed with 1N aqueous hydrochloride solution (2×40 mL), brine (20 mL), and dried with MgSO4. After removal of solvent in vacuo, 6-bromo-4,4-dimethyl-1,4-dihydro-benzo[d][1,3]oxazi... Reactants: C(C)(C)(C)OC(=O)N1C[C@H](CC1)NC(CC=1N=CN(C1)C(C1=CC=CC=C1)(C1=CC=CC=C1)C1=CC=CC=C1)=S ((S)-N-[1-(tert-butoxycarbonyl)pyrrolidin-3-yl]-2-[1-(triphenylmethyl)-1H-imidazol-4-yl]thioacetamide), [BH4-].[Na+] (NaBH4), NiCl2.6H2O. The solvent is TBF, CO (MeOH). Conditions: temperature 0 celsius, time 30 minute. Product: C(C)(C)(C)OC(=O)N1C[C@H](CC1)NCCC=1N=CN(C1)C(C1=CC=CC=C1)(C1=CC=CC=C1)C1=CC=CC=C1 ((S)-1-(tert-Butoxycarbonyl)-3-({2-[1-(triphenylmethyl)-1H-imidazol-4-yl]ethyl}amino)pyrrolidine). RXN SMILES: [C:1]([O:5][C:6]([N:8]1[CH2:12][CH2:11][C@H:10]([NH:13][C:14](=S)[CH2:15][C:16]2[N:17]=[CH:18][N:19]([C:21]([C:34]3[CH:39]=[CH:38][CH:37]=[CH:36][CH:35]=3)([C:28]3[CH:33]=[CH:32][CH:31]=[CH:30][CH:29]=3)[C:22]3[CH:27]=[CH:26][CH:25]=[CH:24][CH:23]=3)[CH:20]=2)[CH2:9]1)=[O:7])([CH3:4])([CH3:3])[CH3:2].[BH4-].[Na+]>CO>[C:1]([O:5][C:6]([N:8]1[CH2:12][CH2:11][C@H:10]([NH:13][CH2:14][CH2:15][C:16]2[N:17]=[CH:18][N:19]([C:21]([C:34]3[CH:39]=[CH:38][CH:37]=[CH:36][CH:35]=3)([C:28]3[CH:29]=[CH:30][CH:31]=[CH:32][CH:33]=3)[C:22]3[CH:23]=[CH:24][CH:25]=[CH:26][CH:27]=3)[CH:20]=2)[CH2:9]1)=[O:7])([CH3:4])([CH3:2])[CH3:3] |f:1.2|. Procedure details: To a solution of (S)-N-[1-(tert-butoxycarbonyl)pyrrolidin-3-yl]-2-[1-(triphenylmethyl)-1H-imidazol-4-yl]thioacetamide, as described above in Step D, 1.29 g, 2.33 mmol) in TBF (65 mL) and MeOH (65 mL), was added NiCl2.6H2O (2.22 g, 9.33 mmol). The mixture was cooled to 0° C. and NaBH4 (2 M in THF, 4.7 mL, 9.33 mmol) was slowly added. After 30 min, the solvent was partially removed in vacuo, and the residual mixture was partitioned between saturated aqueous Na2CO3 containing NH4OH and Et2O. The or... The reactants are COC(=O)Cc1ccccc1Cc1ccc(N2CC(=O)NS2(=O)=O)c(O)c1, CO, CC#N, Cl, [K+], [OH-], O. Yields the product O=C(O)Cc1ccccc1Cc1ccc(N2CC(=O)NS2(=O)=O)c(O)c1. As a reaction SMILES: [CH3:1][O:2][C:3]([CH2:4][c:5]1[c:6]([CH2:11][c:12]2[cH:13][c:14]([OH:26])[c:15]([N:18]3[S:19](=[O:24])(=[O:25])[NH:20][C:21](=[O:23])[CH2:22]3)[cH:16][cH:17]2)[cH:7][cH:8][cH:9][cH:10]1)=[O:27].[CH3:32][OH:33].[CH3:34][C:35]#[N:36].[ClH:30].[K+:29].[OH-:28].[OH2:31]>>[O:2]=[C:3]([CH2:4][c:5]1[c:6]([CH2:11][c:12]2[cH:13][c:14]([OH:26])[c:15]([N:18]3[S:19](=[O:24])(=[O:25])[NH:20][C:21](=[O:23])[CH2:22]3)[cH:16][cH:17]2)[cH:7][cH:8][cH:9][cH:10]1)[OH:27].